Task: describe an organic reaction: reactants, conditions, products, and yield. Dataset: the Open Reaction Database (ORD), a public repository of structured organic reaction records The reactants are CC1=C2[C@H](C(=O)[C@@]3([C@H](C[C@@H]4[C@]([C@H]3[C@@H]([C@@](C2(C)C)(C[C@@H]1O)O)OC(=O)C=5C=CC=CC5)(CO4)OC(=O)C)O)C)O (10-deacetylbaccatin III), C(C)(=O)Cl (acetyl chloride), CC1=C2[C@H](C(=O)[C@@]3([C@H](C[C@@H]4[C@]([C@H]3[C@@H]([C@@](C2(C)C)(C[C@@H]1O)O)OC(=O)C=5C=CC=CC5)(CO4)OC(=O)C)O)C)O (10-deacetylbaccatin III). Run in N1=CC=CC=C1 (pyridine), N1=CC=CC=C1 (pyridine). The product is CC1=C2[C@H](C(=O)[C@@]3([C@H](C[C@@H]4[C@]([C@H]3[C@@H]([C@@](C2(C)C)(C[C@@H]1O)O)OC(=O)C=5C=CC=CC5)(CO4)OC(=O)C)O)C)OC(=O)C (baccatin III). As a reaction SMILES: [CH3:1][C:2]1[C@@H:19]([OH:20])[CH2:18][C@:14]2([OH:21])[C:15]([CH3:17])([CH3:16])[C:3]=1[C@@H:4]([OH:39])[C:5]([C@@:7]1([CH3:38])[C@H:12]([C@@H:13]2[O:22][C:23]([C:25]2[CH:26]=[CH:27][CH:28]=[CH:29][CH:30]=2)=[O:24])[C@:11]2([O:33][C:34]([CH3:36])=[O:35])[CH2:31][O:32][C@@H:10]2[CH2:9][C@@H:8]1[OH:37])=[O:6].[C:40](Cl)(=[O:42])[CH3:41]>N1C=CC=CC=1>[CH3:1][C:2]1[C@@H:19]([OH:20])[CH2:18][C@:14]2([OH:21])[C:15]([CH3:16])([CH3:17])[C:3]=1[C@@H:4]([O:39][C:40]([CH3:41])=[O:42])[C:5]([C@@:7]1([CH3:38])[C@H:12]([C@@H:13]2[O:22][C:23]([C:25]2[CH:30]=[CH:29][CH:28]=[CH:27][CH:26]=2)=[O:24])[C@:11]2([O:33][C:34]([CH3:36])=[O:35])[CH2:31][O:32][C@@H:10]2[CH2:9][C@@H:8]1[OH:37])=[O:6]. Procedure details: Here, 10-deacetylbaccatin III is reacted with a large excess of TES-Cl and pyridine to produce C-7 TES protected 10-deacetylbaccatin III. The product is next acylated utilizing an excess of acetyl chloride and pyridine to produce C-7 TES baccatin III. The reactants are [OH-].[Na+] (sodium hydroxide), C(C)OC(COC1=C(C=C(C(=C1)C)SC1=CC(=CC(=C1)C#CCN1CCOCC1)OCC(C)C)C)=O ({4-[3-Isobutoxy-5-(3-morpholin-4-yl-prop-1-ynyl)-phenylsulfanyl]-2,5-dimethylphenoxy}-acetic acid ethyl ester), Cl (hydrochloric acid). Solvent: C(C)O (ethanol). Reaction conditions: time 16 hour. Yields the product C(C(C)C)OC=1C=C(C=C(C1)C#CCN1CCOCC1)SC1=CC(=C(OCC(=O)O)C=C1C)C ({4-[3-Isobutoxy-5-(3-morpholin-4-yl-prop-1-ynyl)-phenylsulfanyl]-2,5-dimethyl-phenoxy}-acetic Acid). Reaction SMILES: C([O:3][C:4](=[O:36])[CH2:5][O:6][C:7]1[CH:12]=[C:11]([CH3:13])[C:10]([S:14][C:15]2[CH:20]=[C:19]([C:21]#[C:22][CH2:23][N:24]3[CH2:29][CH2:28][O:27][CH2:26][CH2:25]3)[CH:18]=[C:17]([O:30][CH2:31][CH:32]([CH3:34])[CH3:33])[CH:16]=2)=[CH:9][C:8]=1[CH3:35])C.[OH-].[Na+].Cl>C(O)C>[CH2:31]([O:30][C:17]1[CH:16]=[C:15]([S:14][C:10]2[C:11]([CH3:13])=[CH:12][C:7]([O:6][CH2:5][C:4]([OH:36])=[O:3])=[C:8]([CH3:35])[CH:9]=2)[CH:20]=[C:19]([C:21]#[C:22][CH2:23][N:24]2[CH2:29][CH2:28][O:27][CH2:26][CH2:25]2)[CH:18]=1)[CH:32]([CH3:34])[CH3:33] |f:1.2|. Reported procedure: {4-[3-Isobutoxy-5-(3-morpholin-4-yl-prop-1-ynyl)-phenylsulfanyl]-2,5-dimethylphenoxy}-acetic acid ethyl ester (350 mg; 0.68 mmol) was dissolved in ethanol (15 mL), and aqueous 1 N sodium hydroxide (3 mL) was added. The reaction mixture was stirred for 16 h. acidified with 1 N aqueous hydrochloric acid and extracted with ethyl acetate. The organic phase was dried and evaporated to dryness and purified by prep HPLC (method B). Yield: 250 mg; 76%. HPLC-MS: m/z: 484.6 (M+H)+; Rt: 1.87 min. The reactants are [Na] (sodium), [H-].[Na+] (sodium hydride), C(C)(C)(C)OC(=O)N1[C@@H](C[C@H](C1)NS(=O)(=O)C1=CC=C(C=C1)Cl)C=O ((2S,4R)-1-t-butoxycarbonyl-4-(4chlorophenylsulfonylamino)-2-formylpyrrolidine), [Br-].C(=O)(O)CCCC[P+](C1=CC=CC=C1)(C1=CC=CC=C1)C1=CC=CC=C1 ((4-carboxybutyl)triphenylphosphonium bromide). Run in CS(=O)C (dimethyl sulfoxide), CS(=O)C (dimethyl sulfoxide), O (water), CS(=O)C (dimethyl sulfoxide). Reaction conditions: time 20 minute. Yields the product ClC1=CC=C(C=C1)S(=O)(=O)NC1CCNC1 (4-(4-chlorophenylsulfonylamino) pyrrolidine). Isolated yield 225.2%. RXN SMILES: [Br-].C(CCCC[P+](C1C=CC=CC=1)(C1C=CC=CC=1)C1C=CC=CC=1)(O)=O.[Na].[H-].[Na+].C(OC([N:38]1[CH2:42][C@H:41]([NH:43][S:44]([C:47]2[CH:52]=[CH:51][C:50]([Cl:53])=[CH:49][CH:48]=2)(=[O:46])=[O:45])[CH2:40][C@H:39]1C=O)=O)(C)(C)C>CS(C)=O.O>[Cl:53][C:50]1[CH:49]=[CH:48][C:47]([S:44]([NH:43][CH:41]2[CH2:42][NH:38][CH2:39][CH2:40]2)(=[O:46])=[O:45])=[CH:52][CH:51]=1 |f:0.1,3.4,^1:27|. Procedure details: To a solution of (4-carboxybutyl)triphenylphosphonium bromide (17.3 g) in dimethyl sulfoxide (45 ml) was added sodium methylsulfinylmethide [78.0 m mol, prepared from sodium hydride (3.12 g) and dimethyl sulfoxide (45 ml)] and the solution was stirred at room temperature for 20 minutes. To the resulting solution was added (2S,4R)-1-t-butoxycarbonyl-4-(4chlorophenylsulfonylamino)-2-formylpyrrolidine (5.06 g) in dimethyl sulfoxide (30 ml) and the mixture was stirred at room temperature for 2 hours... The reactants are CCCCCO, ON=C1CC2CCC(C1)N2Cc1ccccc1, [Na]. RXN SMILES: [CH2:19]([OH:20])[CH2:21][CH2:22][CH2:23][CH3:24].[CH2:1]([c:2]1[cH:3][cH:4][cH:5][cH:6][cH:7]1)[N:8]1[CH:9]2[CH2:10][C:11](=[N:16][OH:17])[CH2:12][CH:13]1[CH2:14][CH2:15]2.[Na:18]>>[CH2:1]([c:2]1[cH:3][cH:4][cH:5][cH:6][cH:7]1)[N:8]1[CH:9]2[CH2:10][CH:11]([NH2:16])[CH2:12][CH:13]1[CH2:14][CH2:15]2. The product is NC1CC2CCC(C1)N2Cc1ccccc1. Reaction conditions: time 1 hour. Reactants: BrC=1C=C(C=CC1)NC1=C(C=NC2=CN=C(C=C12)C#C[Si](C)(C)C)C#N (4-(3-bromo-phenylamino)-6-trimethylsilanylethynyl-[1.7]naphthyridine-3-carbonitrile), [F-].C(CCC)[N+](CCCC)(CCCC)CCCC (tetrabutylammonium fluoride). Isolated yield 45.3%. RXN SMILES: [Br:1][C:2]1[CH:3]=[C:4]([NH:8][C:9]2[C:18]3[C:13](=[CH:14][N:15]=[C:16]([C:19]#[C:20][Si](C)(C)C)[CH:17]=3)[N:12]=[CH:11][C:10]=2[C:25]#[N:26])[CH:5]=[CH:6][CH:7]=1.[F-].C([N+](CCCC)(CCCC)CCCC)CCC>O1CCCC1.C(OCC)(=O)C>[Br:1][C:2]1[CH:3]=[C:4]([NH:8][C:9]2[C:18]3[C:13](=[CH:14][N:15]=[C:16]([C:19]#[CH:20])[CH:17]=3)[N:12]=[CH:11][C:10]=2[C:25]#[N:26])[CH:5]=[CH:6][CH:7]=1 |f:1.2|. Reported procedure: To 800 mg of 4-(3-bromo-phenylamino)-6-trimethylsilanylethynyl-[1.7]naphthyridine-3-carbonitrile in 20 mL of tetrahydrofuran at 0° C. under an inert atmosphere was added 2.5 mL of 1 M tetrabutylammonium fluoride/tetrahydrofaran. After 1 hour at ambient temperature, the reaction was diluted with ethyl acetate and washed with brine. The organic layer was dried with sodium sulfate and evaporated. The product was purified by flash chromatography on silica gel to give 300 mg of 4-(3-bromo-phenylamino... Run in C(C)(=O)OCC (ethyl acetate), O1CCCC1 (tetrahydrofuran). Yields the product BrC=1C=C(C=CC1)NC1=C(C=NC2=CN=C(C=C12)C#C)C#N (4-(3-bromo-phenylamino)-6-ethynyl-[1.7]naphthyridine-3-carbonitrile). Starting materials: C(C(C)O)O (1,2 -propanediol), C1(C=2C(C(=O)O1)=CC=CC2)=O (phthalic anhydride), [OH-].[K+] (KOH), C(O)C(CC)(CO)CO (1,1,1-trimethylolpropane), C(CCCCC(=O)O)(=O)O (adipic acid). Run in C(CO)O (ethylene glycol). Product: C([C@@H]([C@@H]1C(=C(C(=O)O1)O)O)O)O (Ester C). RXN SMILES: [CH2:1]([OH:5])[CH:2]([OH:4])[CH3:3].C([C:8]([CH2:13][OH:14])([CH2:11][OH:12])CC)O.C(O)(=O)CCCCC(O)=[O:21].C1(=O)OC(=O)C2=CC=CC=C12.[OH-:36].[K+]>C(O)CO>[CH2:1]([OH:5])[C@H:2]([OH:4])[C@H:3]1[O:12][C:11](=[O:36])[C:8]([OH:21])=[C:13]1[OH:14] |f:4.5|. Procedure details: 310.4 Parts of ethylene glycol, 380.5 parts of 1,2 -propanediol, 670 parts of 1,1,1-trimethylolpropane, 1023 parts of adipic acid and 444.3 parts of phthalic anhydride are condensed respectively for 2 hours at 140° C., 160° C., 180° C., and then at 200° C., until the acid number is smaller than 5 mg. KOH/g., thus separating 306 parts of water. After adding 1629 parts of phthalic anhydride, the reaction is continued at 150° C. until the acid number of the polyester is 150 mg. KOH/g. The OH-number... The reactants are C(C)C=1C(N(C(=NC1CC)C1=CC(=CC=C1)C=O)CC#C)=O (5,6-diethyl-2-(3-formyl-phenyl)-3-propargyl-4(3H)-pyrimidinone), Cl.NO (hydroxylamine hydrochloride). Solvent: C(C)O (ethanol). Product: C(C)C=1C(N(C(=NC1CC)C=1CC(C=CC1)=NO)CC#C)=O (5,6-Diethyl-2-(3-hydroxyiminophenyl)-3-propargyl-4(3H)-pyrimidinone). Yield: 60.9%. Reaction SMILES: [CH2:1]([C:3]1[C:4](=[O:22])[N:5]([CH2:19][C:20]#[CH:21])[C:6]([C:11]2[CH:16]=[CH:15][CH:14]=[C:13](C=O)[CH:12]=2)=[N:7][C:8]=1[CH2:9][CH3:10])[CH3:2].Cl.[NH2:24][OH:25]>C(O)C>[CH2:1]([C:3]1[C:4](=[O:22])[N:5]([CH2:19][C:20]#[CH:21])[C:6]([C:11]2[CH2:12][C:13](=[N:24][OH:25])[CH:14]=[CH:15][CH:16]=2)=[N:7][C:8]=1[CH2:9][CH3:10])[CH3:2] |f:1.2|. Reported procedure: To a 100 mL RBF were charged 1.1 g (3.7 mmol) of 5,6-diethyl-2-(3-formyl-phenyl)-3-propargyl-4(3H)-pyrimidinone, 0.52 g (7.5 mmol) of hydroxylamine hydrochloride and 50 mL of ethanol. The reaction mixture was refluxed for 17 hours. The ethanol was removed in vacuo and ether and ethyl acetate were added to the residue. The organics were washed 3 times with water. The organic layer was gravity filtered to remove 0.22 g of 5,6-diethyl-2-(3-hydroxyiminophenyl)-3-propargyl-4(3H)-pyrimidinone (compoun... Reactants: ClC1=C(C=CC=C1)C1=NCC(NC2=C1C=C(C(=C2)OCCOC)C#N)=S (5-(2-chlorophenyl)-7-cyano-1,3-dihydro-8-methoxyethoxy-2H-1,4-benzodiazepin-2-thione), COC(C)(N(C)C)OC (1,1-dimethoxy-N,N-dimethyl-ethanamine), NN (hydrazine). Yields the product ClC1=C(C=CC=C1)C1=NC=2C(=NC3=C1C=C(C(=C3)OCCOC)C#N)NNC2C (5-(2-chlorophenyl)-7-cyano-1,2-dihydro-8-methoxyethoxy-3-methyl-pyrazolo[3,4-b][1,4]benzodiazepine). As a reaction SMILES: [Cl:1][C:2]1[CH:7]=[CH:6][CH:5]=[CH:4][C:3]=1[C:8]1[C:14]2[CH:15]=[C:16]([C:24]#[N:25])[C:17]([O:19][CH2:20][CH2:21][O:22][CH3:23])=[CH:18][C:13]=2[NH:12][C:11](=S)[CH2:10][N:9]=1.CO[C:29](OC)([N:31](C)C)[CH3:30].[NH2:36]N>>[Cl:1][C:2]1[CH:7]=[CH:6][CH:5]=[CH:4][C:3]=1[C:8]1[C:14]2[CH:15]=[C:16]([C:24]#[N:25])[C:17]([O:19][CH2:20][CH2:21][O:22][CH3:23])=[CH:18][C:13]=2[N:12]=[C:11]2[NH:36][NH:31][C:29]([CH3:30])=[C:10]2[N:9]=1. Reported procedure: 5-(2-chlorophenyl)-7-cyano-1,2-dihydro-8-methoxyethoxy-3-methyl-pyrazolo[3,4-b][1,4]benzodiazepine (IVm) was prepared by reacting 0.00048 moles of 5-(2-chlorophenyl)-7-cyano-1,3-dihydro-8-methoxyethoxy-2H-1,4-benzodiazepin-2-thione (IIm) with 1,1-dimethoxy-N,N-dimethyl-ethanamine and then hydrazine in a manner analogous to Example 55. Reactants: C, CCC(C)(C)c1ccc(C(C)=C(C)CN2CC(C)OC(C)C2)cc1, Cl, [Pd]. The product is CCC(C)(C)c1ccc(C(C)C(C)CN2CC(C)OC(C)C2)cc1. Reaction SMILES: [C:26].[C:2]([CH3:3])([CH3:4])([CH2:5][CH3:6])[c:7]1[cH:8][cH:9][c:10]([C:13](=[C:14]([CH2:15][N:16]2[CH2:17][CH:18]([CH3:23])[O:19][CH:20]([CH3:22])[CH2:21]2)[CH3:24])[CH3:25])[cH:11][cH:12]1.[ClH:1].[Pd:27]>>[C:2]([CH3:3])([CH3:4])([CH2:5][CH3:6])[c:7]1[cH:8][cH:9][c:10]([CH:13]([CH:14]([CH2:15][N:16]2[CH2:17][CH:18]([CH3:23])[O:19][CH:20]([CH3:22])[CH2:21]2)[CH3:24])[CH3:25])[cH:11][cH:12]1. Reactants: CON(C)C(=O)CCC(C)=O, O, OCCO, Cc1ccc(S(=O)(=O)O)cc1, c1ccccc1. The product is CON(C)C(=O)CCC1(C)OCCO1. As a reaction SMILES: [CH3:1][O:2][N:3]([C:4]([CH2:5][CH2:6][C:7]([CH3:8])=[O:9])=[O:10])[CH3:11].[OH2:27].[OH:12][CH2:13][CH2:14][OH:15].[c:16]1([CH3:17])[cH:18][cH:19][c:20]([S:21]([OH:22])(=[O:23])=[O:24])[cH:25][cH:26]1.[cH:28]1[cH:29][cH:30][cH:31][cH:32][cH:33]1>>[CH3:1][O:2][N:3]([C:4]([CH2:5][CH2:6][C:7]1([CH3:8])[O:9][CH2:14][CH2:13][O:12]1)=[O:10])[CH3:11].